Dataset: the Open Reaction Database (ORD), a public repository of structured organic reaction records. Task: describe an organic reaction: reactants, conditions, products, and yield Starting materials: OO, Cc1nc(S)nc(O)c1C(C)C. The product is Cc1ncnc(O)c1C(C)C. RXN SMILES: [OH:1][OH:2].[OH:3][c:4]1[n:5][c:6]([SH:14])[n:7][c:8]([CH3:13])[c:9]1[CH:10]([CH3:11])[CH3:12]>>[OH:3][c:4]1[n:5][cH:6][n:7][c:8]([CH3:13])[c:9]1[CH:10]([CH3:11])[CH3:12].